This data is from the Open Reaction Database (ORD), a public repository of structured organic reaction records. The task is: describe an organic reaction: reactants, conditions, products, and yield Reactants: COC(=O)CCC1=CC=C(C(=O)O)C=C1 (4-[2-(methoxycarbonyl)ethyl]benzoic acid), Cl.C(C)N=C=NCCCN(C)C (1-ethyl-3-(3-dimethylaminopropyl)carbodiimide hydrochloride), ON1N=NC2=C1C=CC=C2 (1-hydroxybenzotriazole), NCC1=NC=CC=C1 (2-aminomethylpyridine). Solvent: CN(C=O)C (N,N-dimethylformamide), O (water), O (water). Conditions: time 24 hour. Product: N1=C(C=CC=C1)CNC(=O)C1=CC=C(C=C1)CCC(=O)OC (methyl 3-[4-(2-pyridylmethylcarbamoyl)phenyl]propionate). Yield: 76.1%. Reaction SMILES: [CH3:1][O:2][C:3]([CH2:5][CH2:6][C:7]1[CH:15]=[CH:14][C:10]([C:11]([OH:13])=O)=[CH:9][CH:8]=1)=[O:4].Cl.C(N=C=NCCCN(C)C)C.O[N:29]1[C:33]2[CH:34]=[CH:35][CH:36]=[CH:37][C:32]=2[N:31]=N1.NCC1C=CC=CN=1>CN(C)C=O.O>[N:31]1[CH:32]=[CH:37][CH:36]=[CH:35][C:34]=1[CH2:33][NH:29][C:11]([C:10]1[CH:9]=[CH:8][C:7]([CH2:6][CH2:5][C:3]([O:2][CH3:1])=[O:4])=[CH:15][CH:14]=1)=[O:13] |f:1.2|. Procedure details: To a solution of 4-[2-(methoxycarbonyl)ethyl]benzoic acid (200 mg) in N,N-dimethylformamide were added 1-ethyl-3-(3-dimethylaminopropyl)carbodiimide hydrochloride (221 mg), 1-hydroxybenzotriazole (169 mg) and 2-aminomethylpyridine (114 mg) in water bath, and the mixture was stirred for 24 hours at ambient temperature. The mixture was poured into water and extracted with ethyl acetate. The organic layer was washed with water, saturated sodium bicarbonate solution and brine, dried over magnesium s... Starting materials: COC(C1=CN=C(C=C1)\C=C\C=1C(=NOC1C)CCCC)=O (6-[(E)-2-(3-butyl-5-methyl-isoxazol-4-yl)-vinyl]-nicotinic acid methyl ester), NCC(C)(O)C (1-amino-2-methyl-propan-2-ol). Product: C(CCC)C1=NOC(=C1/C=C/C1=NC=C(C(=O)NCC(C)(C)O)C=C1)C (6-[(E)-2-(3-Butyl-5-methyl-isoxazol-4-yl)-vinyl]-N-(2-hydroxy-2-methyl-propyl)-nicotinamide). Isolated yield 7.0%. As a reaction SMILES: CO[C:3](=[O:22])[C:4]1[CH:9]=[CH:8][C:7](/[CH:10]=[CH:11]/[C:12]2[C:13]([CH2:18][CH2:19][CH2:20][CH3:21])=[N:14][O:15][C:16]=2[CH3:17])=[N:6][CH:5]=1.[NH2:23][CH2:24][C:25]([CH3:28])([OH:27])[CH3:26]>>[CH2:18]([C:13]1[C:12](/[CH:11]=[CH:10]/[C:7]2[CH:8]=[CH:9][C:4]([C:3]([NH:23][CH2:24][C:25]([OH:27])([CH3:28])[CH3:26])=[O:22])=[CH:5][N:6]=2)=[C:16]([CH3:17])[O:15][N:14]=1)[CH2:19][CH2:20][CH3:21]. Procedure: As described in example 10, 6-[(E)-2-(3-butyl-5-methyl-isoxazol-4-yl)-vinyl]-nicotinic acid methyl ester (100 mg, 0.28 mmol), and 1-amino-2-methyl-propan-2-ol instead of DL-2-amino-1-propanol, was converted to the title compound (7.5 mg, 7%) which was obtained as a colorless solid after purification by chromatography (silica, dichloromethane:methanol 100:0 to 94:6). MS: m/e=364.4 [M+H]+. The reactants are CCOC(=O)N1CCN2c3ccccc3Cn3c(cc4ccccc43)C2C1, CCO, [K+], [OH-]. Yields the product c1ccc2c(c1)Cn1c(cc3ccccc31)C1CNCCN21. Reaction SMILES: [CH2:1]([O:2][C:3](=[O:4])[N:6]1[CH2:7][CH:8]2[N:9]([c:10]3[c:11]([cH:22][cH:23][cH:24][cH:25]3)[CH2:12][n:13]3[c:14]2[cH:15][c:16]2[cH:17][cH:18][cH:19][cH:20][c:21]32)[CH2:26][CH2:27]1)[CH3:5].[CH3:30][CH2:31][OH:32].[K+:29].[OH-:28]>>[NH:6]1[CH2:7][CH:8]2[N:9]([c:10]3[c:11]([cH:22][cH:23][cH:24][cH:25]3)[CH2:12][n:13]3[c:14]2[cH:15][c:16]2[cH:17][cH:18][cH:19][cH:20][c:21]32)[CH2:26][CH2:27]1. The reactants are C1(CC1)NC1=NC(=NC(=N1)Cl)Cl (2-cyclopropylamino-4,6-dichloro-s-triazine), O1CCOCC1 (dioxane), N (ammonia). The solvent is CCOCC (ether). Conditions: time 16 hour. The product is C1(CC1)NC1=NC(=NC(=N1)Cl)N (2-cyclopropylamino-4-chloro-6-amino-s-triazine). RXN SMILES: [CH:1]1([NH:4][C:5]2[N:10]=[C:9](Cl)[N:8]=[C:7]([Cl:12])[N:6]=2)[CH2:3][CH2:2]1.O1CCOCC1.[NH3:19]>CCOCC>[CH:1]1([NH:4][C:5]2[N:6]=[C:7]([Cl:12])[N:8]=[C:9]([NH2:19])[N:10]=2)[CH2:2][CH2:3]1. Procedure details: 138 g of 2-cyclopropylamino-4,6-dichloro-s-triazine are added at a slightly elevated tmeperature and with vigorous stirring to a mixture of 675 ml of dioxane and 135 ml of ether. After cooling to room temperature, 101 ml of 25%, aqueous ammonia are added dropwise over a period of 20 minutes. The reaction mixture is heated to 50° C., stirred for 16 hours and then concentrated by evaporation under water jet vaccum. The dry riesidue is diluted with 500 ml. of water and after stirring for 1 hour at ... Starting materials: O=C(NC(Cc1ccccc1)C(=O)N1CC(O)C1)c1cc2cc(Br)sc2[nH]1, C#C[Si](C)(C)C, CC(C)NC(C)C, [Cu]I, C1CCOC1, O, Cl[Pd]Cl, c1ccc(P(c2ccccc2)c2ccccc2)cc1, c1ccc(P(c2ccccc2)c2ccccc2)cc1. Yields the product C[Si](C)(C)C#Cc1cc2cc(C(=O)NC(Cc3ccccc3)C(=O)N3CC(O)C3)[nH]c2s1. RXN SMILES: [CH2:1]([c:2]1[cH:3][cH:4][cH:5][cH:6][cH:7]1)[CH:8]([C:9](=[O:10])[N:11]1[CH2:12][CH:13]([OH:15])[CH2:14]1)[NH:16][C:17](=[O:18])[c:19]1[cH:20][c:21]2[c:22]([nH:23]1)[s:24][c:25]([Br:27])[cH:26]2.[CH3:35][Si:36]([CH3:37])([CH3:38])[C:39]#[CH:40].[CH:28]([NH:29][CH:30]([CH3:31])[CH3:32])([CH3:33])[CH3:34].[Cu:47][I:48].[O:42]1[CH2:43][CH2:44][CH2:45][CH2:46]1.[OH2:41].[Pd:49]([Cl:50])[Cl:51].[c:52]1([P:53]([c:54]2[cH:55][cH:56][cH:57][cH:58][cH:59]2)[c:60]2[cH:61][cH:62][cH:63][cH:64][cH:65]2)[cH:66][cH:67][cH:68][cH:69][cH:70]1.[c:71]1([P:72]([c:73]2[cH:74][cH:75][cH:76][cH:77][cH:78]2)[c:79]2[cH:80][cH:81][cH:82][cH:83][cH:84]2)[cH:85][cH:86][cH:87][cH:88][cH:89]1>>[CH2:1]([c:2]1[cH:3][cH:4][cH:5][cH:6][cH:7]1)[CH:8]([C:9](=[O:10])[N:11]1[CH2:12][CH:13]([OH:15])[CH2:14]1)[NH:16][C:17](=[O:18])[c:19]1[cH:20][c:21]2[c:22]([nH:23]1)[s:24][c:25]([C:40]#[C:39][Si:36]([CH3:35])([CH3:37])[CH3:38])[cH:26]2. Reactants: [OH-].[Na+] (sodium hydroxide), NC=1C(=NC=C(C1)Cl)C(=O)C1=C2C(=NC=C1)NC=C2 ((3-amino-5-chloro-pyridin-2-yl)-(1H-pyrrolo[2,3-b]pyridin-4-yl)-methanone), C(#N)C1=C(C=C(C=C1)S(=O)(=O)Cl)C(F)(F)F (4-cyano-3-trifluoromethyl-benzenesulfonyl chloride), CO (methanol), yellow solid. Run in O (water), N1=CC=CC=C1 (pyridine). Product: ClC=1C=C(C(=NC1)C(=O)C=1C2=C(N=CC1)NC=C2)NS(=O)(=O)C2=CC(=C(C=C2)C#N)C(F)(F)F (N-[5-Chloro-2-(1H-pyrrolo[2,3-b]pyridine-4-carbonyl)-pyridin-3-yl]-4-cyano-3-trifluoromethyl-benzenesulfonamide). Reaction SMILES: [NH2:1][C:2]1[C:3]([C:9]([C:11]2[CH:16]=[CH:15][N:14]=[C:13]3[NH:17][CH:18]=[CH:19][C:12]=23)=[O:10])=[N:4][CH:5]=[C:6]([Cl:8])[CH:7]=1.[C:20]([C:22]1[CH:27]=[CH:26][C:25]([S:28](Cl)(=[O:30])=[O:29])=[CH:24][C:23]=1[C:32]([F:35])([F:34])[F:33])#[N:21].CO.[OH-].[Na+]>N1C=CC=CC=1.O>[Cl:8][C:6]1[CH:7]=[C:2]([NH:1][S:28]([C:25]2[CH:26]=[CH:27][C:22]([C:20]#[N:21])=[C:23]([C:32]([F:33])([F:34])[F:35])[CH:24]=2)(=[O:30])=[O:29])[C:3]([C:9]([C:11]2[C:12]3[CH:19]=[CH:18][NH:17][C:13]=3[N:14]=[CH:15][CH:16]=2)=[O:10])=[N:4][CH:5]=1 |f:3.4|. Procedure: Prepared from 40 mg (0.15 mmol) of (3-amino-5-chloro-pyridin-2-yl)-(1H-pyrrolo[2,3-b]pyridin-4-yl)-methanone and 137 mg (0.51 mmol) of 4-cyano-3-trifluoromethyl-benzenesulfonyl chloride in 0.3 mL pyridine using procedure x. After the sulfonylation was complete, 3 mL methanol, 0.5 mL water and 71 mg sodium hydroxide were used. Yield: 10 mg of a yellow solid. LC-MSD, m/z for C21H12ClF3N5O3S [M+H]+=505.9, 507.9 Starting materials: Nc1c(Cl)ccc(Br)c1F, C1CCOC1, COS(=O)(=O)OC, [Na+], [OH-]. The product is CNc1c(Cl)ccc(Br)c1F. RXN SMILES: [Br:1][c:2]1[c:3]([F:10])[c:4]([NH2:5])[c:6]([Cl:9])[cH:7][cH:8]1.[CH2:20]1[O:21][CH2:22][CH2:23][CH2:24]1.[CH3:13][O:14][S:15]([O:16][CH3:17])(=[O:18])=[O:19].[Na+:12].[OH-:11]>>[Br:1][c:2]1[c:3]([F:10])[c:4]([NH:5][CH3:13])[c:6]([Cl:9])[cH:7][cH:8]1.